This data is from the Open Reaction Database (ORD), a public repository of structured organic reaction records. The task is: describe an organic reaction: reactants, conditions, products, and yield The reactants are Cl.NC1=NC2=CC=CC=C2C1(O)C1=CC(=CC=C1)Cl (2-Amino-3-(m-chlorophenyl)-3H-indol-3-ol hydrochloride), BrCCCCBr (1,4-dibromobutane). The solvent is C(C)O (ethanol). Yields the product ClC=1C=C(C=CC1)C1(C=2N(C=3C=CC=CC13)CCCCN2)O (11-(m-Chlorophenyl)-2,4,5,11-tetrahydro-3H-1,3-diazepino[1,2-a]indol-11-ol). As a reaction SMILES: Cl.[NH2:2][C:3]1[C:11]([C:13]2[CH:18]=[CH:17][CH:16]=[C:15]([Cl:19])[CH:14]=2)([OH:12])[C:10]2[C:5](=[CH:6][CH:7]=[CH:8][CH:9]=2)[N:4]=1.Br[CH2:21][CH2:22][CH2:23][CH2:24]Br>C(O)C>[Cl:19][C:15]1[CH:14]=[C:13]([C:11]2([OH:12])[C:10]3[CH:9]=[CH:8][CH:7]=[CH:6][C:5]=3[N:4]3[CH2:21][CH2:22][CH2:23][CH2:24][N:2]=[C:3]23)[CH:18]=[CH:17][CH:16]=1 |f:0.1|. Procedure details: 2-Amino-3-(m-chlorophenyl)-3H-indol-3-ol hydrochloride (8.66 g) was converted to its oily base then heated under reflux with 1,4-dibromobutane (6.35 g) in ethanol (20 ml) for 4 hours. On cooling the title compound was obtained as its hydrobromide salt (2.41 g) m.p. 270°-275° C (decomp.) after recrystallization from methanol/ethyl acetate. The reactants are C1CCOC1, [Li+], CCOC(=O)CN1CCC(C2CCN(C(=O)C(Cc3cc(C)c(N)c(C)c3)OC(=O)N3CCC(N4CCc5ccccc5NC4=O)CC3)CC2)CC1, [OH-], O. Yields the product Cc1cc(CC(OC(=O)N2CCC(N3CCc4ccccc4NC3=O)CC2)C(=O)N2CCC(C3CCN(CC(=O)O)CC3)CC2)cc(C)c1N. As a reaction SMILES: [CH2:56]1[O:57][CH2:58][CH2:59][CH2:60]1.[Li+:2].[O:3]=[C:4]1[NH:5][c:6]2[c:7]([cH:51][cH:52][cH:53][cH:54]2)[CH2:8][CH2:9][N:10]1[CH:11]1[CH2:12][CH2:13][N:14]([C:17](=[O:18])[O:19][CH:20]([C:21](=[O:22])[N:23]2[CH2:24][CH2:25][CH:26]([CH:29]3[CH2:30][CH2:31][N:32]([CH2:35][C:36](=[O:37])[O:38][CH2:39][CH3:40])[CH2:33][CH2:34]3)[CH2:27][CH2:28]2)[CH2:41][c:42]2[cH:43][c:44]([CH3:50])[c:45]([NH2:49])[c:46]([CH3:48])[cH:47]2)[CH2:15][CH2:16]1.[OH-:1].[OH2:55]>>[O:3]=[C:4]1[NH:5][c:6]2[c:7]([cH:51][cH:52][cH:53][cH:54]2)[CH2:8][CH2:9][N:10]1[CH:11]1[CH2:12][CH2:13][N:14]([C:17](=[O:18])[O:19][CH:20]([C:21](=[O:22])[N:23]2[CH2:24][CH2:25][CH:26]([CH:29]3[CH2:30][CH2:31][N:32]([CH2:35][C:36](=[O:37])[OH:38])[CH2:33][CH2:34]3)[CH2:27][CH2:28]2)[CH2:41][c:42]2[cH:43][c:44]([CH3:50])[c:45]([NH2:49])[c:46]([CH3:48])[cH:47]2)[CH2:15][CH2:16]1. Reactants: C(CCC)[Li] (n-butyllithium), solution, CCCCCC (hexane), BrC1=CC=C(C=C1)CC(CCCC)CC (1-bromo-4-(2-ethylhexyl)-benzene), BrC1=CSC=C1 (3-bromothiophene). The reagents and catalysts are Cl[Ni]1([P](CCC[P](C2=CC=CC=C2)1C3=CC=CC=C3)(C4=CC=CC=C4)C5=CC=CC=C5)Cl (Ni(dppp)Cl2), [Cl-].[Cl-].[Zn+2] (ZnCl2). Run at temperature -78 celsius, time 1 hour. Yields the product C(C)C(CC1=CC=C(C=C1)C1=CSC=C1)CCCC (3-[4-(2-ethylhexyl)-phenyl]-thiophene). RXN SMILES: Br[C:2]1[CH:7]=[CH:6][C:5]([CH2:8][CH:9]([CH2:14][CH3:15])[CH2:10][CH2:11][CH2:12][CH3:13])=[CH:4][CH:3]=1.C([Li])CCC.CCCCCC.Br[C:28]1[CH:32]=[CH:31][S:30][CH:29]=1>[Cl-].[Cl-].[Zn+2].Cl[Ni]1(Cl)[P](C2C=CC=CC=2)(C2C=CC=CC=2)CCC[P]1(C1C=CC=CC=1)C1C=CC=CC=1>[CH2:14]([CH:9]([CH2:10][CH2:11][CH2:12][CH3:13])[CH2:8][C:5]1[CH:6]=[CH:7][C:2]([C:28]2[CH:32]=[CH:31][S:30][CH:29]=2)=[CH:3][CH:4]=1)[CH3:15] |f:4.5.6,^1:38,54|. Procedure: A dry 250-mL three-neck round bottom flask, equipped with a condenser, was charged with 1-bromo-4-(2-ethylhexyl)-benzene (8 g, 0.03 mol) and purged with N2 followed by addition of anhydrous THF (50 mL) via a deoxygenated syringe. The reaction flask was cooled to −78° C. and n-butyllithium, a 2.5 M solution in hexane (12 mL, 0.03 mol), was added dropwise via syringe. The reaction mixture was stirred for 1 hour at −78° C. Anhydrous ZnCl2 (4.09 g, 0.03 mol) was added in one portion and completely d... Starting materials: COc1c(COc2ccc(N)cc2)cc(Br)cc1C(C)(C)C, CS(=O)(=O)Cl, CCOC(C)=O, c1ccncc1. Yields the product COc1c(COc2ccc(NS(C)(=O)=O)cc2)cc(Br)cc1C(C)(C)C. RXN SMILES: [Br:1][c:2]1[cH:3][c:4]([C:19]([CH3:20])([CH3:21])[CH3:22])[c:5]([O:17][CH3:18])[c:6]([CH2:7][O:8][c:9]2[cH:10][cH:11][c:12]([NH2:15])[cH:13][cH:14]2)[cH:16]1.[CH3:23][S:24]([Cl:25])(=[O:26])=[O:27].[CH3:34][CH2:35][O:36][C:37]([CH3:38])=[O:39].[cH:28]1[cH:29][cH:30][n:31][cH:32][cH:33]1>>[Br:1][c:2]1[cH:3][c:4]([C:19]([CH3:20])([CH3:21])[CH3:22])[c:5]([O:17][CH3:18])[c:6]([CH2:7][O:8][c:9]2[cH:10][cH:11][c:12]([NH:15][S:24]([CH3:23])(=[O:26])=[O:27])[cH:13][cH:14]2)[cH:16]1. The reactants are C(=O)=O (dry-ice), C(O)(O)=O (carbonic acid), ClCCN(C(OC1=C(C=CC=C1)C#N)=O)N=O (o-cyanophenyl N-(2-chloroethyl)-N-nitrosocarbamate), N[C@H]1C(O)O[C@@H]([C@H]([C@@H]1O)O)CO (2-amino-2-deoxy-D-glucopyranose), OC1[C@H](O)[C@@H](O)[C@H](O)[C@H](O1)CO (glucopyranose), resultant mixture. The solvent is O1CCCC1 (tetrahydrofuran), C(Cl)Cl (methylene chloride), CO (methanol), CN(C=O)C (dimethylformamide). Yields the product OC1[C@](O)([C@@H](O)[C@H](O)[C@H](O1)CO)NC(N(N=O)CCCl)=O (3-(D-glucopyranos-2-yl)-1-(2-chloroethyl)-1-nitrosourea). Yield: 78.3%. Reaction SMILES: [NH2:1][C@@H:2]1[C@@H:8]([OH:9])[C@H:7]([OH:10])[C@@H:6]([CH2:11][OH:12])[O:5][CH:3]1[OH:4].C(=O)=[O:14].OC1O[C@H](CO)[C@@H](O)[C@H](O)[C@H]1O.C(=O)(O)O.[Cl:32][CH2:33][CH2:34][N:35]([N:47]=[O:48])[C:36](=O)[O:37]C1C=CC=CC=1C#N>CO.CN(C)C=O.O1CCCC1.C(Cl)Cl>[OH:4][CH:3]1[O:5][C@H:6]([CH2:11][OH:12])[C@@H:7]([OH:10])[C@H:8]([OH:9])[C@@:2]1([NH:1][C:36](=[O:37])[N:35]([CH2:34][CH2:33][Cl:32])[N:47]=[O:48])[OH:14]. Procedure: 1.79 g (10 mmol) of 2-amino-2-deoxy-D-glucopyranose is dissolved in a mixture of 20 ml anhydrous methanol and 10 ml dimethylformamide, and the solution is cooled to 0°-5° C. To this solution is added 2.2 g (50 mmol) of dry-ice little by little so as to convert said glucopyranose into its carbonic acid-addition salt. This acid-addition salt solution is then added dropwise to a solution prepared by dissolving 3.04 g (12 mmol) of o-cyanophenyl N-(2-chloroethyl)-N-nitrosocarbamate in a mixture of 20... Starting materials: Ic1ccc2ncnc(Nc3ccc4c(cnn4Cc4ccccc4)c3)c2c1, CCCC[Sn](C#N)(CCCC)CCCC, C1COCCO1, [Pd], c1ccc(P(c2ccccc2)c2ccccc2)cc1, c1ccc(P(c2ccccc2)c2ccccc2)cc1, c1ccc(P(c2ccccc2)c2ccccc2)cc1, c1ccc(P(c2ccccc2)c2ccccc2)cc1. The product is N#Cc1ccc2ncnc(Nc3ccc4c(cnn4Cc4ccccc4)c3)c2c1. As a reaction SMILES: [CH2:1]([c:2]1[cH:3][cH:4][cH:5][cH:6][cH:7]1)[n:8]1[n:9][cH:10][c:11]2[cH:12][c:13]([NH:17][c:18]3[n:19][cH:20][n:21][c:22]4[cH:23][cH:24][c:25]([I:28])[cH:26][c:27]34)[cH:14][cH:15][c:16]12.[CH2:29]([Sn:30]([CH2:31][CH2:32][CH2:33][CH3:34])([CH2:35][CH2:36][CH2:37][CH3:38])[C:42]#[N:43])[CH2:39][CH2:40][CH3:41].[O:44]1[CH2:45][CH2:46][O:47][CH2:48][CH2:49]1.[Pd:50].[c:108]1([P:109]([c:110]2[cH:111][cH:112][cH:113][cH:114][cH:115]2)[c:116]2[cH:117][cH:118][cH:119][cH:120][cH:121]2)[cH:122][cH:123][cH:124][cH:125][cH:126]1.[c:51]1([P:52]([c:53]2[cH:54][cH:55][cH:56][cH:57][cH:58]2)[c:59]2[cH:60][cH:61][cH:62][cH:63][cH:64]2)[cH:65][cH:66][cH:67][cH:68][cH:69]1.[c:70]1([P:71]([c:72]2[cH:73][cH:74][cH:75][cH:76][cH:77]2)[c:78]2[cH:79][cH:80][cH:81][cH:82][cH:83]2)[cH:84][cH:85][cH:86][cH:87][cH:88]1.[c:89]1([P:90]([c:91]2[cH:92][cH:93][cH:94][cH:95][cH:96]2)[c:97]2[cH:98][cH:99][cH:100][cH:101][cH:102]2)[cH:103][cH:104][cH:105][cH:106][cH:107]1>>[CH2:1]([c:2]1[cH:3][cH:4][cH:5][cH:6][cH:7]1)[n:8]1[n:9][cH:10][c:11]2[cH:12][c:13]([NH:17][c:18]3[n:19][cH:20][n:21][c:22]4[cH:23][cH:24][c:25]([C:42]#[N:43])[cH:26][c:27]34)[cH:14][cH:15][c:16]12. Reactants: [Si](C)(C)(C(C)(C)C)OC(C)C1=CC(=NC=C1)C#N (4-[1-(tert-butyldimethylsilyloxy)ethyl]-2-pyridinecarbonitrile), C(C)(=O)C1=NC=CC(=C1)Cl (2-acetyl-4-chloropyridine). Yields the product C(C)(=O)C1=NC=CC(=C1)C(C)O[Si](C)(C)C(C)(C)C (2-Acetyl-4-[1-(tert-butyldimethylsilyloxy)ethyl]pyridine). RXN SMILES: [Si:1]([O:8][CH:9](C1C=CN=C(C#N)C=1)[CH3:10])([C:4]([CH3:7])([CH3:6])[CH3:5])([CH3:3])[CH3:2].[C:19]([C:22]1[CH:27]=[C:26](Cl)[CH:25]=[CH:24][N:23]=1)(=[O:21])[CH3:20]>>[C:19]([C:22]1[CH:27]=[C:26]([CH:9]([O:8][Si:1]([C:4]([CH3:7])([CH3:6])[CH3:5])([CH3:3])[CH3:2])[CH3:10])[CH:25]=[CH:24][N:23]=1)(=[O:21])[CH3:20]. Procedure details: The title compound was prepared from 4-[1-(tert-butyldimethylsilyloxy)ethyl]-2-pyridinecarbonitrile according to the procedure for preparing 2-acetyl-4-chloropyridine described Example 33. The reactants are C(C)(=O)O[BH-](OC(C)=O)OC(C)=O.[Na+] (Sodium triacetoxyborohydride), hydrochloride salt, ClC=1C(=C(C=CC1)NC1=NC=NC2=CC(=C(C=C12)CN(C1(CNC1)C(=O)NC)C)OC)F (3-[({4-[(3-chloro-2-fluorophenyl)amino]-7-methoxyquinazolin-6-yl}methyl)(methyl)amino]-N-methylazetidine-3-carboxamide), C=O (formaldehyde), C(C)(C)N(CC)C(C)C (diisopropylethylamine). Solvent: C(C)(=O)O (acetic acid), ClCCCl (1,2-dichloroethane). Conditions: time 2 hour. The product is ClC=1C(=C(C=CC1)NC1=NC=NC2=CC(=C(C=C12)CN(C1(CN(C1)C)C(=O)NC)C)OC)F (3-[({4-[(3-chloro-2-fluorophenyl)amino]-7-methoxyquinazolin-6-yl}methyl)(methyl)amino]-N,1-dimethylazetidine-3-carboxamide). Isolated yield 65.4%. As a reaction SMILES: [Cl:1][C:2]1[C:3]([F:32])=[C:4]([NH:8][C:9]2[C:18]3[C:13](=[CH:14][C:15]([O:30][CH3:31])=[C:16]([CH2:19][N:20]([CH3:29])[C:21]4([C:25]([NH:27][CH3:28])=[O:26])[CH2:24][NH:23][CH2:22]4)[CH:17]=3)[N:12]=[CH:11][N:10]=2)[CH:5]=[CH:6][CH:7]=1.C=O.[CH:35](N(C(C)C)CC)(C)C.C(O[BH-](OC(=O)C)OC(=O)C)(=O)C.[Na+]>C(O)(=O)C.ClCCCl>[Cl:1][C:2]1[C:3]([F:32])=[C:4]([NH:8][C:9]2[C:18]3[C:13](=[CH:14][C:15]([O:30][CH3:31])=[C:16]([CH2:19][N:20]([CH3:29])[C:21]4([C:25]([NH:27][CH3:28])=[O:26])[CH2:24][N:23]([CH3:35])[CH2:22]4)[CH:17]=3)[N:12]=[CH:11][N:10]=2)[CH:5]=[CH:6][CH:7]=1 |f:3.4|. Procedure details: The hydrochloride salt of 3-[({4-[(3-chloro-2-fluorophenyl)amino]-7-methoxyquinazolin-6-yl}methyl)(methyl)amino]-N-methylazetidine-3-carboxamide (110 mg, 0.22 mmol Example 99), formaldehyde (54 μl of a 37% wt aqueous solution, 0.67 mmol) and diisopropylethylamine (78 μl, 0.45 mmol) were stirred at room temperature in 5% acetic acid in 1,2-dichloroethane (2 ml) with 3 Å molecular sieves. Sodium triacetoxyborohydride (95 mg, 0.45 mmol) was added portionwise over 0.5 hours. After 2 hours, the react... Starting materials: C(C)OC(CCCOC1=C(C(=CC=C1)CCCCCCOC1=CC(=CC(=C1)C1=NNC=C1)S(=O)(=O)C)CCC(=O)OCC)=O (4-(2-(2-ethoxycarbonyl-ethyl)-3-{6-[3-methanesulfonyl-5-(1H-pyrazol-3-yl)-phenoxy]-hexyl}-phenoxy)-butyric acid ethyl ester), [OH-].[Na+] (sodium hydroxide). The product is C(=O)(O)CCC1=C(OCCCC(=O)O)C=CC=C1CCCCCCOC1=CC(=CC(=C1)C1=NNC=C1)S(=O)(=O)C (4-(2-(2-carboxy-ethyl)-3-{6-[3-methanesulfonyl-5-(1H-pyrazol-3-yl)-phenoxy]-hexyl}-phenoxy)-butyric acid). The yield is 83.8%. RXN SMILES: C([O:3][C:4](=[O:44])[CH2:5][CH2:6][CH2:7][O:8][C:9]1[CH:14]=[CH:13][CH:12]=[C:11]([CH2:15][CH2:16][CH2:17][CH2:18][CH2:19][CH2:20][O:21][C:22]2[CH:27]=[C:26]([C:28]3[CH:32]=[CH:31][NH:30][N:29]=3)[CH:25]=[C:24]([S:33]([CH3:36])(=[O:35])=[O:34])[CH:23]=2)[C:10]=1[CH2:37][CH2:38][C:39]([O:41]CC)=[O:40])C.[OH-].[Na+]>>[C:39]([CH2:38][CH2:37][C:10]1[C:11]([CH2:15][CH2:16][CH2:17][CH2:18][CH2:19][CH2:20][O:21][C:22]2[CH:27]=[C:26]([C:28]3[CH:32]=[CH:31][NH:30][N:29]=3)[CH:25]=[C:24]([S:33]([CH3:36])(=[O:35])=[O:34])[CH:23]=2)=[CH:12][CH:13]=[CH:14][C:9]=1[O:8][CH2:7][CH2:6][CH2:5][C:4]([OH:44])=[O:3])([OH:41])=[O:40] |f:1.2|. Procedure details: A similar procedure as described in Example 40, step 8 was used, starting from 4-(2-(2-ethoxycarbonyl-ethyl)-3-{6-[3-methanesulfonyl-5-(1H-pyrazol-3-yl)-phenoxy]-hexyl}-phenoxy)-butyric acid ethyl ester (35 mg, 0.05 mmol) and 1.0 N aqueous sodium hydroxide (0.4 mL) to afford 4-(2-(2-carboxy-ethyl)-3-{6-[3-methanesulfonyl-5-(1H-pyrazol-3-yl)-phenoxy]-hexyl}-phenoxy)-butyric acid (24 mg, 75%) as an amorphous white solid: ES(+)-HRMS m/e calcd for C29H36N2O8S (M+Na)+ 595.2084, found 595.2080.